Dataset: the Open Reaction Database (ORD), a public repository of structured organic reaction records. Task: describe an organic reaction: reactants, conditions, products, and yield Reactants: C([O-])([O-])=O.[K+].[K+] (potassium carbonate), C(C)(C)N1C=C(C2=CC=C(C=C12)NS(=O)(=O)C)C1=NC=C(C=C1)C#C[Si](C)(C)C (N-[1-isopropyl-3-(5-trimethylsilanylethynyl-pyridin-2-yl)-1H-indol-6-yl]-methanesulfonamide). The solvent is CO (MeOH). Product: C(C)(C)N1C=C(C2=CC=C(C=C12)NS(=O)(=O)C)C1=NC=C(C=C1)C#C (N-[1-isopropyl-3-(5-ethynyl-pyridin-2-yl)-1H-indol-6-yl]-methanesulfonamide). The yield is 26.4%. As a reaction SMILES: C(=O)([O-])[O-].[K+].[K+].[CH:7]([N:10]1[C:18]2[C:13](=[CH:14][CH:15]=[C:16]([NH:19][S:20]([CH3:23])(=[O:22])=[O:21])[CH:17]=2)[C:12]([C:24]2[CH:29]=[CH:28][C:27]([C:30]#[C:31][Si](C)(C)C)=[CH:26][N:25]=2)=[CH:11]1)([CH3:9])[CH3:8]>CO>[CH:7]([N:10]1[C:18]2[C:13](=[CH:14][CH:15]=[C:16]([NH:19][S:20]([CH3:23])(=[O:22])=[O:21])[CH:17]=2)[C:12]([C:24]2[CH:29]=[CH:28][C:27]([C:30]#[CH:31])=[CH:26][N:25]=2)=[CH:11]1)([CH3:9])[CH3:8] |f:0.1.2|. Reported procedure: Add potassium carbonate (208 mg, 1.5 mmol) to N-[1-isopropyl-3-(5-trimethylsilanylethynyl-pyridin-2-yl)-1H-indol-6-yl]-methanesulfonamide (63 mg, 0.15 mmol) in MeOH (5 mL) and stir at room temperature for an hour. Evaporate the solvent. Purification of the crude residue using silica gel chromatography gave 14 mg (27% yield) of the desired product. Reactants: ClCCl, CC(NC(=O)OC(C)(C)C)C(=O)Nc1ccc(S(=O)(=O)c2ccccc2)cc1Cl, O=C(O)C(F)(F)F. Yields the product CC(N)C(=O)Nc1ccc(S(=O)(=O)c2ccccc2)cc1Cl. RXN SMILES: [Cl:37][CH2:38][Cl:39].[Cl:8][c:9]1[c:10]([NH:24][C:25]([CH:26]([CH3:27])[NH:28][C:29]([O:30][C:31]([CH3:32])([CH3:33])[CH3:34])=[O:35])=[O:36])[cH:11][cH:12][c:13]([S:15](=[O:16])(=[O:17])[c:18]2[cH:19][cH:20][cH:21][cH:22][cH:23]2)[cH:14]1.[F:1][C:2]([F:3])([F:4])[C:5]([OH:6])=[O:7]>>[Cl:8][c:9]1[c:10]([NH:24][C:25]([CH:26]([CH3:27])[NH2:28])=[O:36])[cH:11][cH:12][c:13]([S:15](=[O:16])(=[O:17])[c:18]2[cH:19][cH:20][cH:21][cH:22][cH:23]2)[cH:14]1. Reactants: Cl.C(C)N=C=NCCCN(C)C (1-ethyl3-(dimethylaminopropyl)carbodiimide hydrochloride), FC(C=1C=CC(=NC1)OC1=CC=C(C=C1)CC(=O)O)(F)F (4-[(5-trifluoromethylpyridin-2-yl)oxy]phenylacetic acid), NC1=CC(=NC=C1)Cl (4-amino-2-chloropyridine). Solvent: ClCCl (dichloromethane), ClCCl (dichloromethane). Yields the product ClC1=NC=CC(=C1)NC(CC1=CC=C(C=C1)OC1=NC=C(C=C1)C(F)(F)F)=O (N-(2-chloropyridin-4-yl)-4-[(5-trifluoromethylpyridin-2-yl)oxy]phenylacetamide). The yield is 72.5%. RXN SMILES: [F:1][C:2]([F:21])([F:20])[C:3]1[CH:4]=[CH:5][C:6]([O:9][C:10]2[CH:15]=[CH:14][C:13]([CH2:16][C:17]([OH:19])=O)=[CH:12][CH:11]=2)=[N:7][CH:8]=1.Cl.C(N=C=NCCCN(C)C)C.[NH2:34][C:35]1[CH:40]=[CH:39][N:38]=[C:37]([Cl:41])[CH:36]=1>ClCCl>[Cl:41][C:37]1[CH:36]=[C:35]([NH:34][C:17](=[O:19])[CH2:16][C:13]2[CH:12]=[CH:11][C:10]([O:9][C:6]3[CH:5]=[CH:4][C:3]([C:2]([F:1])([F:21])[F:20])=[CH:8][N:7]=3)=[CH:15][CH:14]=2)[CH:40]=[CH:39][N:38]=1 |f:1.2|. Reported procedure: 2.3 g (7.78 mmol) of 4-[(5-trifluoromethylpyridin-2-yl)oxy]phenylacetic acid was dissolved in 10 ml of dichloromethane and cooled to a temperature of from -10° to 0° C. Then, 1.94 g (10.1 mmol) of 1-ethyl3-(dimethylaminopropyl)carbodiimide hydrochloride was added thereto, and the mixture was stirred at a temperature of from -10° to 0° C. 20 minutes later, 1.0 g (7.78 mmol) of 4-amino-2-chloropyridine was added thereto, and the mixture was gradually returned to room temperature with stirring and ... Reaction SMILES: [C:1]([NH:4][CH2:5][C@@H:6]1[O:10][C:9](=[O:11])[N:8]([C:12]2[CH:17]=[CH:16][C:15]([S:18][C:19](C3C=CC=CC=3)(C3C=CC=CC=3)C3C=CC=CC=3)=[C:14]([F:38])[CH:13]=2)[CH2:7]1)(=[O:3])[CH3:2].ClC[S:41][C:42]#[N:43]>CN1CCCC1=O>[C:1]([NH:4][CH2:5][C@@H:6]1[O:10][C:9](=[O:11])[N:8]([C:12]2[CH:17]=[CH:16][C:15]([S:18][CH2:19][S:41][C:42]#[N:43])=[C:14]([F:38])[CH:13]=2)[CH2:7]1)(=[O:3])[CH3:2]. Run at time 2 hour. Starting materials: 5-(S)-(N-Acylaminomethyl)-3-[4′-(substituted)thio-3′-fluorophenyl]oxazolidine-2-ones, C(C)(=O)NC[C@H]1CN(C(O1)=O)C1=CC(=C(C=C1)SC(C1=CC=CC=C1)(C1=CC=CC=C1)C1=CC=CC=C1)F (5-(S)-acetamidomethyl-3-[4′-(triphenylmethyl)thio-3′-fluorophenyl]oxazolidine-2-one), ClCSC#N (chloromethyl thiocyanate). Yields the product C(C)(=O)NC[C@H]1CN(C(O1)=O)C1=CC(=C(C=C1)SCSC#N)F (5-(S)-Acetamidomethyl-3-[4′-(thiocyano)methylthio-3′-fluorophenyl]oxazolidine-2-one). Run in CN1C(CCC1)=O (N-methylpyrrolidine-2-one). Reported procedure: Prepared according to Method B of the General Procedures for Preparation of 5-(S)-(N-Acylaminomethyl)-3-[4′-(substituted)thio-3′-fluorophenyl]oxazolidine-2-ones from 5-(S)-acetamidomethyl-3-[4′-(triphenylmethyl)thio-3′-fluorophenyl]oxazolidine-2-one with chloromethyl thiocyanate (0.041 g, 0.38 mmol) in N-methylpyrrolidine-2-one (1 mL). The synthesis was performed at r.t. for 2 h. The crude product was purified by TLC (eluent: 10% methanol in dichloromethane). Yield 0.022 g (35%). MS (m/z): 324 [...